From a dataset of the Open Reaction Database (ORD), a public repository of structured organic reaction records. describe an organic reaction: reactants, conditions, products, and yield Reactants: FC(OC=1C=C(C=CC1O)C=1OC=C(N1)CCC(=O)C1=NC=CC=C1C)F (3-{2-(3-difluoromethoxy-4-hydroxyphenyl)oxazol-4-yl}-1-(3-methylpyridin-2-yl)propan-1-one), C(C)I (ethyl iodide). Product: FC(OC=1C=C(C=CC1OCC)C=1OC=C(N1)CCC(=O)C1=NC=CC=C1C)F (3-[2-(3-difluoromethoxy-4-ethoxyphenyl)oxazol-4-yl]-1-(3-methylpyridin-2-yl)propan-1-one). RXN SMILES: [F:1][CH:2]([F:27])[O:3][C:4]1[CH:5]=[C:6]([C:11]2[O:12][CH:13]=[C:14]([CH2:16][CH2:17][C:18]([C:20]3[C:25]([CH3:26])=[CH:24][CH:23]=[CH:22][N:21]=3)=[O:19])[N:15]=2)[CH:7]=[CH:8][C:9]=1[OH:10].[CH2:28](I)[CH3:29]>>[F:27][CH:2]([F:1])[O:3][C:4]1[CH:5]=[C:6]([C:11]2[O:12][CH:13]=[C:14]([CH2:16][CH2:17][C:18]([C:20]3[C:25]([CH3:26])=[CH:24][CH:23]=[CH:22][N:21]=3)=[O:19])[N:15]=2)[CH:7]=[CH:8][C:9]=1[O:10][CH2:28][CH3:29]. Procedure details: Using the compound obtained in Example 356 and ethyl iodide, white powdery 3-[2-(3-difluoromethoxy-4-ethoxyphenyl)oxazol-4-yl]-1-(3-methylpyridin-2-yl)propan-1-one was obtained following the procedure of Example 3.